From a dataset of the Open Reaction Database (ORD), a public repository of structured organic reaction records. describe an organic reaction: reactants, conditions, products, and yield Yields the product CCCCCCCCc1ccc(OCC(=O)Cn2cccc2)cc1. As a reaction SMILES: [C:32](=[O:33])([O-:34])[OH:35].[CH2:8]([CH2:9][CH2:10][CH2:11][CH2:12][CH2:13][CH2:14][CH3:15])[c:16]1[cH:17][cH:18][c:19]([O:20][CH2:21][CH:22]([CH2:23][n:24]2[cH:25][cH:26][cH:27][cH:28]2)[OH:29])[cH:30][cH:31]1.[CH3:1][C:2]([O:3][C:4](=[O:5])[CH3:6])=[O:7].[CH3:39][S:40]([CH3:41])=[O:42].[Cl-:37].[Na+:36].[Na+:38]>>[CH2:8]([CH2:9][CH2:10][CH2:11][CH2:12][CH2:13][CH2:14][CH3:15])[c:16]1[cH:17][cH:18][c:19]([O:20][CH2:21][C:22]([CH2:23][n:24]2[cH:25][cH:26][cH:27][cH:28]2)=[O:29])[cH:30][cH:31]1. Reactants: O=C([O-])O, CCCCCCCCc1ccc(OCC(O)Cn2cccc2)cc1, CC(=O)OC(C)=O, CS(C)=O, [Cl-], [Na+], [Na+]. The reactants are O=C([O-])[O-], CCc1nc2ccccc2[nH]1, CCOC(C)=O, CC(C#N)=C1c2ccc(CCl)cc2COc2ccccc21, [K+], [K+], CN(C)C=O. The product is CCc1nc2ccccc2n1Cc1ccc2c(c1)COc1ccccc1C2=C(C)C#N. As a reaction SMILES: [C:12](=[O:13])([O-:14])[O-:15].[CH2:1]([CH3:2])[c:3]1[nH:4][c:5]2[c:6]([n:7]1)[cH:8][cH:9][cH:10][cH:11]2.[CH3:39][CH2:40][O:41][C:42](=[O:43])[CH3:44].[Cl:18][CH2:19][c:20]1[cH:21][c:22]2[c:23]([cH:37][cH:38]1)[C:24](=[C:33]([C:34]#[N:35])[CH3:36])[c:25]1[c:26]([cH:29][cH:30][cH:31][cH:32]1)[O:27][CH2:28]2.[K+:16].[K+:17].[O:45]=[CH:46][N:47]([CH3:48])[CH3:49]>>[CH2:1]([CH3:2])[c:3]1[n:4]([CH2:19][c:20]2[cH:21][c:22]3[c:23]([cH:37][cH:38]2)[C:24](=[C:33]([C:34]#[N:35])[CH3:36])[c:25]2[c:26]([cH:29][cH:30][cH:31][cH:32]2)[O:27][CH2:28]3)[c:5]2[c:6]([n:7]1)[cH:8][cH:9][cH:10][cH:11]2. Starting materials: COc1ccc(CN2C(=O)C(N3C(=O)c4ccccc4C3=O)C2C=Cc2ccccc2)c(OC)c1, [H][H], C1CCOC1. Yields the product COc1ccc(CN2C(=O)C(N3C(=O)c4ccccc4C3=O)C2CCc2ccccc2)c(OC)c1. RXN SMILES: [C:1]1(=[O:35])[c:2]2[c:3]([cH:31][cH:32][cH:33][cH:34]2)[C:4](=[O:30])[N:5]1[CH:6]1[C:7](=[O:29])[N:8]([CH2:18][c:19]2[c:20]([O:27][CH3:28])[cH:21][c:22]([O:25][CH3:26])[cH:23][cH:24]2)[CH:9]1[CH:10]=[CH:11][c:12]1[cH:13][cH:14][cH:15][cH:16][cH:17]1.[H:36][H:37].[O:38]1[CH2:39][CH2:40][CH2:41][CH2:42]1>>[C:1]1(=[O:35])[c:2]2[c:3]([cH:31][cH:32][cH:33][cH:34]2)[C:4](=[O:30])[N:5]1[CH:6]1[C:7](=[O:29])[N:8]([CH2:18][c:19]2[c:20]([O:27][CH3:28])[cH:21][c:22]([O:25][CH3:26])[cH:23][cH:24]2)[CH:9]1[CH2:10][CH2:11][c:12]1[cH:13][cH:14][cH:15][cH:16][cH:17]1. The reactants are BrC1=CC(=C(C(=C1)C)O)C (4-bromo-2,6-dimethylphenol), [H-].[Na+] (sodium hydride), O (Water), C(C1=CC=CC=C1)Br (Benzyl bromide). Run in CN(C)C=O (DMF). Reaction conditions: time 30 minute. Product: C(C1=CC=CC=C1)OC1=C(C=C(C=C1C)Br)C (2-benzyloxy-5-bromo-1,3-dimethylbenzene). Yield: 109.8%. RXN SMILES: [Br:1][C:2]1[CH:7]=[C:6]([CH3:8])[C:5]([OH:9])=[C:4]([CH3:10])[CH:3]=1.[H-].[Na+].[CH2:13](Br)[C:14]1[CH:19]=[CH:18][CH:17]=[CH:16][CH:15]=1.O>CN(C=O)C>[CH2:13]([O:9][C:5]1[C:6]([CH3:8])=[CH:7][C:2]([Br:1])=[CH:3][C:4]=1[CH3:10])[C:14]1[CH:19]=[CH:18][CH:17]=[CH:16][CH:15]=1 |f:1.2|. Reported procedure: Phosphorousoxychloride (10 mL, 109.24 mmol) was added drop-wise at 0° C. to a stirred solution of 1-bromo-3,5-dimethoxy benzene (9.1 g, 41.9 mmol) in anhydrous DMF (40 mL). The reaction mixture was stirred at 0° C. for 10 min and then at room temperature for 30 min, then at 100° C. for 4 h. The reaction mixture was cooled to room temperature, poured into ice-cold water and kept overnight. A solid precipitated and was filtered off, washed with water and dried under vacuum to give 2-bromo-4,6-dime... Reactants: CC1(OC[C@@H](O1)[C@@H]([C@H]1OC(O[C@H]1COS(=O)(=O)C)(C)C)OS(=O)(=O)C)C (methanesulfonic acid {(4R)-(2,2-dimethyl[1,3]dioxolan-4-yl)}-{(4S,5S)-(5-methanesulfonyloxymethyl-2,2-dimethyl[1,3]dioxolan-4-yl)}-(S)methyl ester), [S-2].[Na+].[Na+] (sodium sulfide). The solvent is CN(C=O)C (N,N-dimethylformamide). Product: CC1(OC[C@@H](O1)[C@H]1SC[C@@H]2OC(O[C@@H]21)(C)C)C ((3aS,4R,6aR)-4-((4R)-2,2-dimethyl[1,3]dioxolan-4-yl)-2,2-dimethyltetrahydrothieno[3,4-d][1,3]dioxole). Yield: 94.4%. Reaction SMILES: [CH3:1][C:2]1([CH3:26])[O:6][C@@H:5]([C@H:7](OS(C)(=O)=O)[C@@H:8]2[C@H:12]([CH2:13]OS(C)(=O)=O)[O:11][C:10]([CH3:20])([CH3:19])[O:9]2)[CH2:4][O:3]1.[S-2:27].[Na+].[Na+]>CN(C)C=O>[CH3:1][C:2]1([CH3:26])[O:6][C@@H:5]([C@@H:7]2[C@@H:8]3[C@@H:12]([O:11][C:10]([CH3:20])([CH3:19])[O:9]3)[CH2:13][S:27]2)[CH2:4][O:3]1 |f:1.2.3|. Reported procedure: 10.1 g (0.024 mol) of methanesulfonic acid {(4R)-(2,2-dimethyl[1,3]dioxolan-4-yl)}-{(4S,5S)-(5-methanesulfonyloxymethyl-2,2-dimethyl[1,3]dioxolan-4-yl)}-(S)methyl ester from the aforementioned Experimental Example 3 were dissolved in 260 mL of N,N-dimethylformamide, and 8.9 g (0.036 mol) of sodium sulfide were added. The reaction mixture was reacted at 100° C. for 3 h. The reaction mixture was concentrated under reduced pressure, and water was added to the concentrate, which was then extracted w... As a reaction SMILES: [CH3:23][OH:24].[NH2:1][c:2]1[cH:3][cH:4][c:5]([OH:11])[c:6]([C:7](=[O:8])[OH:9])[cH:10]1.[Na+:17].[Na+:18].[O-:19][C:20](=[O:21])[O-:22].[S:12](=[O:13])(=[O:14])([OH:15])[OH:16]>>[NH2:1][c:2]1[cH:3][cH:4][c:5]([O:11][CH3:20])[c:6]([C:7](=[O:8])[OH:9])[cH:10]1. The product is COc1ccc(N)cc1C(=O)O. Starting materials: CO, Nc1ccc(O)c(C(=O)O)c1, [Na+], [Na+], O=C([O-])[O-], O=S(=O)(O)O. The reactants are CO (methanol), CC1(OC2=C(N(C1=O)CC(=O)C1=CC=CC=C1)C=C(C=C2)[N+](=O)[O-])C (3,4-dihydro-2,2-dimethyl-6-nitro-3-oxo-4-phenacyl-2H-1,4-benzoxazine), solution, B (borane), Cl (hydrochloric acid). Run in O1CCCC1 (tetrahydrofuran). Reaction conditions: temperature 70 celsius, time 15 minute. Yields the product OC(CN1CC(OC2=C1C=C(C=C2)[N+](=O)[O-])(C)C)C2=CC=CC=C2 (3,4-dihydro-4-(2-hydroxy-2-phenylethyl)-2,2-dimethyl-6-nitro-2H- 1,4-benzoxazine). The yield is 115.4%. As a reaction SMILES: [CH3:1][C:2]1([CH3:25])[C:7](=O)[N:6]([CH2:9][C:10]([C:12]2[CH:17]=[CH:16][CH:15]=[CH:14][CH:13]=2)=[O:11])[C:5]2[CH:18]=[C:19]([N+:22]([O-:24])=[O:23])[CH:20]=[CH:21][C:4]=2[O:3]1.B.CO.Cl>O1CCCC1>[OH:11][CH:10]([C:12]1[CH:13]=[CH:14][CH:15]=[CH:16][CH:17]=1)[CH2:9][N:6]1[C:5]2[CH:18]=[C:19]([N+:22]([O-:24])=[O:23])[CH:20]=[CH:21][C:4]=2[O:3][C:2]([CH3:25])([CH3:1])[CH2:7]1. Procedure details: In an argon gas stream, 1.5 g of 3,4-dihydro-2,2-dimethyl-6-nitro-3-oxo-4-phenacyl-2H-1,4-benzoxazine was added to 30 ml of a 1.0 M solution of borane in tetrahydrofuran at 0°-10° C. The above solution was stirred at 70° C. for 1 hour, at the end of which time 5.6 ml of methanol was gradually added. After stirring at 70° C. for 15 minutes, 5.6 ml of concentrated hydrochloric acid was added and the mixture was further stirred at 70° C. for 1 hour. The solvent was then distilled off and the residu... RXN SMILES: [C:1]([N:8]1[CH2:15][CH:14]([C:16]2[CH:21]=[CH:20][CH:19]=[CH:18][CH:17]=2)[CH2:13][C@H:9]1[C:10]([OH:12])=[O:11])([O:3][C:4]([CH3:7])([CH3:6])[CH3:5])=[O:2]>CO.[Rh]>[C:1]([N:8]1[CH2:15][CH:14]([CH:16]2[CH2:21][CH2:20][CH2:19][CH2:18][CH2:17]2)[CH2:13][C@H:9]1[C:10]([OH:12])=[O:11])([O:3][C:4]([CH3:7])([CH3:6])[CH3:5])=[O:2]. Solvent: CO (methanol). Reagents/catalysts: [Rh] (Rh on carbon). The reactants are C(=O)(OC(C)(C)C)N1[C@H](C(=O)O)CC(C1)C1=CC=CC=C1 (Boc-4-phenylproline). Reported procedure: A solution of the commercially available Boc-4-phenylproline (750 mg) and 5% Rh on carbon (750 mg) in methanol (15 mL) was hydrogenated at 50 psi for 24 hours. The mixture was filtered and concentrated to give 730 mg of product. The yield is 95.4%. Yields the product C(=O)(OC(C)(C)C)N1[C@H](C(=O)O)CC(C1)C1CCCCC1 (Boc-4-cyclohexylproline). Reactants: C(#N)N=C([S-])[S-].[K+].[K+] (dipotassium N-cyanodithioimidocarbonate), CC1=CC=C(CCl)C=C1 (p-methylbenzyl chloride), OO (hydrogen peroxide). The product is OC1=NSC(=N1)SCC1=CC=C(C=C1)C (3-hydroxy-5-p-methylbenzylthio-1,2,4-thiadiazole). RXN SMILES: [C:1]([N:3]=[C:4]([S-:6])[S-:5])#[N:2].[K+].[K+].[CH3:9][C:10]1[CH:17]=[CH:16][C:13]([CH2:14]Cl)=[CH:12][CH:11]=1.[OH:18]O>>[OH:18][C:1]1[N:3]=[C:4]([S:6][CH2:9][C:10]2[CH:17]=[CH:16][C:13]([CH3:14])=[CH:12][CH:11]=2)[S:5][N:2]=1 |f:0.1.2|. Reported procedure: Using the procedure of Example 12, 58.2 g of dipotassium N-cyanodithioimidocarbonate and 42 g of p-methylbenzyl chloride were reacted and then were treated with 35 ml of 30% hydrogen peroxide to obtain 26 g of 3-hydroxy-5-p-methylbenzylthio-1,2,4-thiadiazole melting at 144° C. Starting materials: COC(=O)c1cc(Cl)ccc1NC(=O)C(CCC(=O)Nc1ccc(Cl)cc1)NC(=O)OCc1ccccc1, C1CCOC1, [Na+], [OH-]. The product is O=C(CCC(NC(=O)OCc1ccccc1)C(=O)Nc1ccc(Cl)cc1C(=O)O)Nc1ccc(Cl)cc1. As a reaction SMILES: [CH2:1]([c:2]1[cH:3][cH:4][cH:5][cH:6][cH:7]1)[O:8][C:9](=[O:10])[NH:11][CH:12]([C:13](=[O:14])[NH:15][c:16]1[c:17]([C:18](=[O:19])[O:20][CH3:21])[cH:22][c:23]([Cl:26])[cH:24][cH:25]1)[CH2:27][CH2:28][C:29](=[O:30])[NH:31][c:32]1[cH:33][cH:34][c:35]([Cl:38])[cH:36][cH:37]1.[CH2:41]1[O:42][CH2:43][CH2:44][CH2:45]1.[Na+:40].[OH-:39]>>[CH2:1]([c:2]1[cH:3][cH:4][cH:5][cH:6][cH:7]1)[O:8][C:9](=[O:10])[NH:11][CH:12]([C:13](=[O:14])[NH:15][c:16]1[c:17]([C:18](=[O:19])[OH:20])[cH:22][c:23]([Cl:26])[cH:24][cH:25]1)[CH2:27][CH2:28][C:29](=[O:30])[NH:31][c:32]1[cH:33][cH:34][c:35]([Cl:38])[cH:36][cH:37]1.